From a dataset of the Open Reaction Database (ORD), a public repository of structured organic reaction records. describe an organic reaction: reactants, conditions, products, and yield Product: ClC1=CC=C(OC2=CC=C(C=C2)NC2=NN=C(O2)C(=O)NC=2C=CC(=NC2)N2CCC(CC2)CC(=O)OC)C=C1 (Methyl [1-(5-{[(5-{[4-(4-chlorophenoxy)phenyl]amino}-1,3,4-oxadiazol-2-yl)carbonyl]amino}pyridin-2-yl)piperidin-4-yl]acetate). RXN SMILES: [NH:1]([C:3](=[O:24])[C:4]([NH:6][C:7]1[CH:8]=[CH:9][C:10]([N:13]2[CH2:18][CH2:17][CH:16]([CH2:19][C:20]([O:22][CH3:23])=[O:21])[CH2:15][CH2:14]2)=[N:11][CH:12]=1)=[O:5])[NH2:2].[Cl:25][C:26]1[CH:31]=[CH:30][C:29]([O:32][C:33]2[CH:38]=[CH:37][C:36]([N:39]=[C:40]=S)=[CH:35][CH:34]=2)=[CH:28][CH:27]=1>>[Cl:25][C:26]1[CH:31]=[CH:30][C:29]([O:32][C:33]2[CH:38]=[CH:37][C:36]([NH:39][C:40]3[O:24][C:3]([C:4]([NH:6][C:7]4[CH:8]=[CH:9][C:10]([N:13]5[CH2:14][CH2:15][CH:16]([CH2:19][C:20]([O:22][CH3:23])=[O:21])[CH2:17][CH2:18]5)=[N:11][CH:12]=4)=[O:5])=[N:1][N:2]=3)=[CH:35][CH:34]=2)=[CH:28][CH:27]=1. Procedure: Prepared using the procedures described above for Example 631 except using methyl [1-(5-{[hydrazino(oxo)acetyl]amino}pyridin-2-yl)piperidin-4-yl]acetate (Intermediate 77) and 1-chloro-4-(4-isothiocyanatophenoxy)benzene. The reactants are N(N)C(C(=O)NC=1C=CC(=NC1)N1CCC(CC1)CC(=O)OC)=O (methyl [1-(5-{[hydrazino(oxo)acetyl]amino}pyridin-2-yl)piperidin-4-yl]acetate), N(N)C(C(=O)NC=1C=CC(=NC1)N1CCC(CC1)CC(=O)OC)=O (methyl [1-(5-{[hydrazino(oxo)acetyl]amino}pyridin-2-yl)piperidin-4-yl]acetate), ClC1=CC=C(C=C1)OC1=CC=C(C=C1)N=C=S (1-chloro-4-(4-isothiocyanatophenoxy)benzene). Procedure details: To 45 ml. of ethanol was added 8.8 g. of crude ethyl 5-methyl-3-oxo-tetrahydrothiophene-2-carboxylate and 5 g. of 5-(3-methyl-2-octyl) resorcinol. The mixture was cooled in ice and hydrogen chloride was bubbled in for onehalf hour. The mixture was stoppered and let stand at room temperature for 3 days. The reaction mixture was concentrated and dissolved in ether. The ether solution was extracted twice with water and once with aqueous sodium bicarbonate solution. The solution was dried over magne... The reactants are CC1CC(C(S1)C(=O)OCC)=O (ethyl 5-methyl-3-oxo-tetrahydrothiophene-2-carboxylate), CC(C(C)C=1C=C(C=C(O)C1)O)CCCCC (5-(3-methyl-2-octyl) resorcinol). Reaction conditions: time 3 day. RXN SMILES: [CH3:1][CH:2]1[S:6][CH:5]([C:7]([O:9][CH2:10][CH3:11])=[O:8])[C:4](=O)[CH2:3]1.[CH3:13][CH:14]([CH2:25][CH2:26][CH2:27][CH2:28][CH3:29])[CH:15]([C:17]1[CH:18]=C(O)C=[C:21]([CH:23]=1)[OH:22])[CH3:16]>C(O)C>[OH:22][C:21]1[C:11]2[C:4]3[CH2:3][CH:2]([CH3:1])[S:6][C:5]=3[C:7](=[O:8])[O:9][C:10]=2[CH:18]=[C:17]([CH:15]([CH:14]([CH3:13])[CH2:25][CH2:26][CH2:27][CH2:28][CH3:29])[CH3:16])[CH:23]=1. The solvent is C(C)O (ethanol). Yields the product OC1=CC(=CC2=C1C1=C(C(O2)=O)SC(C1)C)C(C)C(CCCCC)C (1,2-Dihydro-9-hydroxy-2-methyl-7-(3-methyl-2-octyl)-4-oxo4H-thieno-[2,3-c][1] benzopyran). Starting materials: C(#N)C1=CC=C(CN2C=NC=C2CCC=CC(=O)OCC)C=C1 (ethyl 5-[1-(4-cyanobenzyl)imidazol-5-yl]-1-pent-2-enoate), CC(C)([O-])C.[K+] (potassium tert-butoxide), Cl (hydrogen chloride), Cl (hydrochloric acid). The solvent is O1CCCC1 (tetrahydrofuran). Run at time 2 hour. The product is C(#N)C1=CC=C(C=C1)C1C(CCC=2N1C=NC2)CC(=O)OCC (5-(4-cyanophenyl)-6-ethoxycarbonylmethyl-5,6,7,8-tetrahydroimidazo[1,5-a]pyridine). As a reaction SMILES: [C:1]([C:3]1[CH:23]=[CH:22][C:6]([CH2:7][N:8]2[C:12]([CH2:13][CH2:14][CH:15]=[CH:16][C:17]([O:19][CH2:20][CH3:21])=[O:18])=[CH:11][N:10]=[CH:9]2)=[CH:5][CH:4]=1)#[N:2].CC(C)([O-])C.[K+].Cl>O1CCCC1>[C:1]([C:3]1[CH:23]=[CH:22][C:6]([CH:7]2[N:8]3[CH:9]=[N:10][CH:11]=[C:12]3[CH2:13][CH2:14][CH:15]2[CH2:16][C:17]([O:19][CH2:20][CH3:21])=[O:18])=[CH:5][CH:4]=1)#[N:2] |f:1.2|. Reported procedure: A solution of 1.27 g of ethyl 5-[1-(4-cyanobenzyl)imidazol-5-yl]-1-pent-2-enoate in 27 ml of tetrahydrofuran at 5° under nitrogen is treated with 0.52 g of potassium tert-butoxide. The reaction mixture is stirred at 5° for 2 h and 10 ml of 1N hydrochloric acid is added. The layers are separated. The organic phase is extracted with 1N hydrochloric acid (2×10 ml). The combined aqueous layers are extracted with ether, adjusted to pH=8 and extracted with methylene chloride (3×15 ml). The organic pha... Reactants: IC=1C=CC=2N(N1)C=C(N2)N (6-iodoimidazo[1,2-b]pyridazin-2-amine), C1(CC1)C(=O)Cl (cyclopropylcarbonyl chloride), O (Water). Run in CN(C(C)=O)C (N,N-dimethylacetamide). Run at time 4 hour. Product: IC=1C=CC=2N(N1)C=C(N2)NC(=O)C2CC2 (N-(6-iodoimidazo[1,2-b]pyridazin-2-yl)cyclopropanecarboxamide). Isolated yield 80.0%. RXN SMILES: [I:1][C:2]1[CH:3]=[CH:4][C:5]2[N:6]([CH:8]=[C:9]([NH2:11])[N:10]=2)[N:7]=1.[CH:12]1([C:15](Cl)=[O:16])[CH2:14][CH2:13]1.O>CN(C)C(=O)C>[I:1][C:2]1[CH:3]=[CH:4][C:5]2[N:6]([CH:8]=[C:9]([NH:11][C:15]([CH:12]3[CH2:14][CH2:13]3)=[O:16])[N:10]=2)[N:7]=1. Procedure details: To a solution (10 mL) of 6-iodoimidazo[1,2-b]pyridazin-2-amine (1.0 g, 3.85 mmol) in N,N-dimethylacetamide was added cyclopropylcarbonyl chloride (0.38 mL, 4.23 mmol), and the mixture was stirred at room temperature for 4 hr. Water was added to the reaction mixture, and the mixture was extracted with ethyl acetate/tetrahydrofuran. The extract was washed with saturated brine, dried over anhydrous magnesium sulfate, and filtrated. The solvent was evaporated under reduced pressure, and the residue ... The reactants are CCN=C=NCCCN(C)C, CN(C)C=O, CCN(C(C)C)C(C)C, Cl, Nc1ncnc2c1c(-c1ccc(Oc3ccccc3)cc1)nn2C1CNC1, On1nnc2cccnc21, O=C(O)CCc1c[nH]cn1. Yields the product Nc1ncnc2c1c(-c1ccc(Oc3ccccc3)cc1)nn2C1CN(C(=O)CCc2c[nH]cn2)C1. RXN SMILES: [CH3:39][N:40]([CH3:41])[CH2:42][CH2:43][CH2:44][N:45]=[C:46]=[N:47][CH2:48][CH3:49].[CH3:69][N:70]([CH3:71])[CH:72]=[O:73].[CH:50]([N:51]([CH2:52][CH3:53])[CH:54]([CH3:55])[CH3:56])([CH3:57])[CH3:58].[ClH:38].[NH:1]1[CH2:2][CH:3]([n:5]2[n:6][c:7](-[c:15]3[cH:16][cH:17][c:18]([O:21][c:22]4[cH:23][cH:24][cH:25][cH:26][cH:27]4)[cH:19][cH:20]3)[c:8]3[c:9]2[n:10][cH:11][n:12][c:13]3[NH2:14])[CH2:4]1.[OH:59][n:60]1[c:61]2[n:62][cH:63][cH:64][cH:65][c:66]2[n:67][n:68]1.[nH:28]1[cH:29][n:30][c:31]([CH2:33][CH2:34][C:35](=[O:36])[OH:37])[cH:32]1>>[N:1]1([C:35]([CH2:34][CH2:33][c:31]2[n:30][cH:29][nH:28][cH:32]2)=[O:36])[CH2:2][CH:3]([n:5]2[n:6][c:7](-[c:15]3[cH:16][cH:17][c:18]([O:21][c:22]4[cH:23][cH:24][cH:25][cH:26][cH:27]4)[cH:19][cH:20]3)[c:8]3[c:9]2[n:10][cH:11][n:12][c:13]3[NH2:14])[CH2:4]1.